From a dataset of the Open Reaction Database (ORD), a public repository of structured organic reaction records. describe an organic reaction: reactants, conditions, products, and yield Starting materials: CCOC(=O)NCCBr, O=C([O-])O, CCO, O=c1[nH]c2cc(Cl)ccc2n1C1CCNCC1, [Na+]. The product is CCOC(=O)NCCN1CCC(n2c(=O)[nH]c3cc(Cl)ccc32)CC1. As a reaction SMILES: [Br:1][CH2:2][CH2:3][NH:4][C:5]([O:6][CH2:7][CH3:8])=[O:9].[C:27](=[O:28])([O-:29])[OH:30].[CH3:32][CH2:33][OH:34].[Cl:10][c:11]1[cH:12][c:13]2[c:14]([n:15]([CH:19]3[CH2:20][CH2:21][NH:22][CH2:23][CH2:24]3)[c:16](=[O:18])[nH:17]2)[cH:25][cH:26]1.[Na+:31]>>[CH2:2]([CH2:3][NH:4][C:5]([O:6][CH2:7][CH3:8])=[O:9])[N:22]1[CH2:21][CH2:20][CH:19]([n:15]2[c:14]3[c:13]([cH:12][c:11]([Cl:10])[cH:26][cH:25]3)[nH:17][c:16]2=[O:18])[CH2:24][CH2:23]1.